Dataset: the Open Reaction Database (ORD), a public repository of structured organic reaction records. Task: describe an organic reaction: reactants, conditions, products, and yield Reactants: Cc1ncc(CBr)s1, O=C1NC(=O)c2ccccc21, CN(C)C=O, [K]. Product: Cc1ncc(CN2C(=O)c3ccccc3C2=O)s1. As a reaction SMILES: [Br:1][CH2:2][c:3]1[cH:4][n:5][c:6]([CH3:8])[s:7]1.[C:9]1(=[O:19])[c:10]2[c:11]([cH:15][cH:16][cH:17][cH:18]2)[C:12](=[O:14])[NH:13]1.[CH3:21][N:22]([CH3:23])[CH:24]=[O:25].[K:20]>>[CH2:2]([c:3]1[cH:4][n:5][c:6]([CH3:8])[s:7]1)[N:13]1[C:9](=[O:19])[c:10]2[c:11]([cH:15][cH:16][cH:17][cH:18]2)[C:12]1=[O:14]. The reactants are COC1=CC(=C(C=C1)N)N (4-methoxy-o-phenylenediamine), C(C)(=O)O (acetic acid). Product: COC1=CC2=C(NC(=N2)C)C=C1 (5-methoxy-2-methyl-1H-benzo[d]imidazole). As a reaction SMILES: [CH3:1][O:2][C:3]1[CH:8]=[CH:7][C:6]([NH2:9])=[C:5]([NH2:10])[CH:4]=1.[C:11](O)(=O)[CH3:12]>>[CH3:1][O:2][C:3]1[CH:8]=[CH:7][C:6]2[NH:9][C:11]([CH3:12])=[N:10][C:5]=2[CH:4]=1. Procedure details: 1.95 g (14.11 mmol) 4-methoxy-o-phenylenediamine were refluxed in 30.0 mL acetic acid for 2 h with stirring. The reaction mixture was evaporated down i.vac. The residue was taken up in an aqueous NaHCO3 solution and filtered. The filtrate was extracted with dichloromethane. The organic phase was separated off, dried and evaporated down i.vac. Reactants: CN, CCO, Cl, O=C1c2ccccc2C(=O)N1CC1CN(c2ccc(N3CCOCC3=O)cc2)C(=O)O1. Product: NCC1CN(c2ccc(N3CCOCC3=O)cc2)C(=O)O1. Reaction SMILES: [CH3:32][NH2:33].[CH3:35][CH2:36][OH:37].[ClH:34].[O:1]=[C:2]1[O:3][CH:4]([CH2:20][N:21]2[C:22](=[O:23])[c:24]3[c:25]([cH:26][cH:27][cH:28][cH:29]3)[C:30]2=[O:31])[CH2:5][N:6]1[c:7]1[cH:8][cH:9][c:10]([N:13]2[C:14](=[O:19])[CH2:15][O:16][CH2:17][CH2:18]2)[cH:11][cH:12]1>>[O:1]=[C:2]1[O:3][CH:4]([CH2:20][NH2:21])[CH2:5][N:6]1[c:7]1[cH:8][cH:9][c:10]([N:13]2[C:14](=[O:19])[CH2:15][O:16][CH2:17][CH2:18]2)[cH:11][cH:12]1. Reactants: CCN(C(C)C)C(C)C, ClCCl, N#CSc1nc(NCc2ccccc2OC(F)(F)F)ncc1[N+](=O)[O-], NCC1CCC(O)CC1. Product: O=[N+]([O-])c1cnc(NCc2ccccc2OC(F)(F)F)nc1NCC1CCC(O)CC1. RXN SMILES: [CH:35]([N:36]([CH:37]([CH3:38])[CH3:39])[CH2:40][CH3:41])([CH3:42])[CH3:43].[Cl:44][CH2:45][Cl:46].[N+:1](=[O:2])([O-:3])[c:4]1[c:5]([S:23][C:24]#[N:25])[n:6][c:7]([NH:10][CH2:11][c:12]2[c:13]([O:18][C:19]([F:20])([F:21])[F:22])[cH:14][cH:15][cH:16][cH:17]2)[n:8][cH:9]1.[NH2:26][CH2:27][CH:28]1[CH2:29][CH2:30][CH:31]([OH:34])[CH2:32][CH2:33]1>>[N+:1](=[O:2])([O-:3])[c:4]1[c:5]([NH:26][CH2:27][CH:28]2[CH2:29][CH2:30][CH:31]([OH:34])[CH2:32][CH2:33]2)[n:6][c:7]([NH:10][CH2:11][c:12]2[c:13]([O:18][C:19]([F:20])([F:21])[F:22])[cH:14][cH:15][cH:16][cH:17]2)[n:8][cH:9]1. Reactants: FC=1C=C2C(=C(C=NC2=CN1)C#N)NC1=CC(=CC=C1)C(C)C (6-fluoro-4-[(3-isopropylphenyl)amino]-1,7-naphthyridine-3-carbonitrile), solution, alkoxide, OCCN1CCOCC1 (N-(2-hydroxyethyl)morpholine), C1CCOC1 (THF). Yields the product C(C)(C)C=1C=C(C=CC1)NC1=C(C=NC2=CN=C(C=C12)OCCN1CCOCC1)C#N (4-[(3-isopropylphenyl)amino]-6-(2-morpholin-4-ylethoxy)-1,7-naphthyridine-3-carbonitrile). The yield is 66.0%. RXN SMILES: F[C:2]1[CH:3]=[C:4]2[C:9](=[CH:10][N:11]=1)[N:8]=[CH:7][C:6]([C:12]#[N:13])=[C:5]2[NH:14][C:15]1[CH:20]=[CH:19][CH:18]=[C:17]([CH:21]([CH3:23])[CH3:22])[CH:16]=1.[OH:24][CH2:25][CH2:26][N:27]1[CH2:32][CH2:31][O:30][CH2:29][CH2:28]1.C1COCC1>>[CH:21]([C:17]1[CH:16]=[C:15]([NH:14][C:5]2[C:4]3[C:9](=[CH:10][N:11]=[C:2]([O:24][CH2:25][CH2:26][N:27]4[CH2:32][CH2:31][O:30][CH2:29][CH2:28]4)[CH:3]=3)[N:8]=[CH:7][C:6]=2[C:12]#[N:13])[CH:20]=[CH:19][CH:18]=1)([CH3:23])[CH3:22]. Reported procedure: To 6-fluoro-4-[(3-isopropylphenyl)amino]-1,7-naphthyridine-3-carbonitrile (0.050 g, 0.16 mmol) was added a 1 M solution of freshly prepared alkoxide of N-(2-hydroxyethyl)morpholine in THF (1.88 mL, 1.88 mmol). The reaction was heated to reflux for 2 hours. The solvent was evaporated and water was added. Diethyl ehter and methylene chloride was added and crystals formed. The product was collected by filtration to give a yellow solid (0.044 g, 66%). 1H NMR (400 MHz, DMSO-D6) δ ppm 1.2 (d, J=6.8 Hz... Starting materials: Cc1ccccc1, O=C(Cl)CCl, NC(=O)CCC(N)C(=O)O, [Na+], [OH-], O. The product is NC(=O)CCC(NC(=O)CCl)C(=O)O. Reaction SMILES: [CH3:19][c:20]1[cH:21][cH:22][cH:23][cH:24][cH:25]1.[Cl:14][CH2:15][C:16](=[O:17])[Cl:18].[NH2:2][CH:3]([CH2:4][CH2:5][C:6]([NH2:7])=[O:8])[C:9]([OH:10])=[O:11].[Na+:13].[OH-:12].[OH2:1]>>[NH:2]([CH:3]([CH2:4][CH2:5][C:6]([NH2:7])=[O:8])[C:9]([OH:10])=[O:11])[C:16]([CH2:15][Cl:14])=[O:17]. The reactants are COC(C1CCN(CC1)C(=O)OC(C)(C)C)=O (N-t-butoxycarbonyl isonipecotic acid methyl ester), C(C)(C)[N-]C(C)C.[Li+] (lithium diisopropylamide). The product is COC(C1(CCN(CC1)C(=O)OC(C)(C)C)CC1=C(C=CC=C1)C)=O (N-t-butoxycarbonyl-4-(2-methylbenzyl)isonipecotic acid methyl ester). Reaction SMILES: [CH3:1][O:2][C:3](=[O:17])[CH:4]1[CH2:9][CH2:8][N:7]([C:10]([O:12][C:13]([CH3:16])([CH3:15])[CH3:14])=[O:11])[CH2:6][CH2:5]1.C([N-][CH:22]([CH3:24])[CH3:23])(C)C.[Li+]>>[CH3:1][O:2][C:3](=[O:17])[C:4]1([CH2:8][C:9]2[CH:4]=[CH:5][CH:6]=[CH:24][C:22]=2[CH3:23])[CH2:9][CH2:8][N:7]([C:10]([O:12][C:13]([CH3:14])([CH3:16])[CH3:15])=[O:11])[CH2:6][CH2:5]1 |f:1.2|. Procedure details: N-t-butoxycarbonyl isonipecotic acid methyl ester was transformed utilizing the alkylation procedure as described in Example 1, Step 3 substituting lithium diisopropylamide as the base to afford the product as a yellow syrup.